describe an organic reaction: reactants, conditions, products, and yield From a dataset of the Open Reaction Database (ORD), a public repository of structured organic reaction records. Reactants: ON1C(C=2C(C1=O)=CC=CC2)=O (N-hydroxyphthalimide), C(C1=CN=CC=C1)=O (nicotinaldehyde), N1=CC(=CC=C1)C (β-picoline). The reagents and catalysts are C(C)(=O)[O-].[Co+2].C(C)(=O)[O-] (cobalt acetate), C(C)(=O)[O-].[Mn+2].C(C)(=O)[O-] (manganese acetate). The solvent is C(C)(=O)O (acetic acid). Yields the product C(C1=CN=CC=C1)(=O)O (nicotinic acid). RXN SMILES: [OH:1]N1C(=O)C2=CC=CC=C2C1=O.[CH:13](=[O:20])[C:14]1[CH:19]=[CH:18][CH:17]=[N:16][CH:15]=1.N1C=CC=C(C)C=1>C(O)(=O)C.C([O-])(=O)C.[Co+2].C([O-])(=O)C.C([O-])(=O)C.[Mn+2].C([O-])(=O)C>[C:13]([OH:1])(=[O:20])[C:14]1[CH:19]=[CH:18][CH:17]=[N:16][CH:15]=1 |f:4.5.6,7.8.9|. Procedure details: In the presence of an oxidation catalyst (N-hydroxyphthalimide (NHPI)) and a metal catalyst (cobalt acetate and manganese acetate) with nicotinaldehyde as a co-oxidizing agent, β-picoline was oxidized in acetic acid solvent at 140° C. and 2 MPa with air to produce nicotinic acid. From the reaction mixture, acetic acid was removed and to a condensate was added 2-ethylhexanol. The mixture was cooling-crystallized to 25° C. at atmospheric pressure and filtrated, and the residue washed with methanol... Starting materials: C([O-])([O-])=O.[Na+].[Na+] (sodium carbonate), Palladium(dppf)dichloride, BrC1=NC=C2C=CC(=NC2=C1)Cl (7-Bromo-2-chloro-1,6-naphthyridine), CN1N=CC(=C1)B1OC(C(O1)(C)C)(C)C (1-methyl-4-(4,4,5,5-tetramethyl-1,3,2-dioxaborolan-2-yl)-1H-pyrazole). The solvent is C1CCOC1 (THF), C(C)(=O)OCC (ethyl acetate). Run at temperature 60 celsius. The product is BrC1=NC=C2C=CC(=NC2=C1)C=1C=NN(C1)C (7-Bromo-2-(1-methyl-1H-pyrazol-4-yl)-1,6-naphthyridine). Yield: 54.8%. RXN SMILES: [Br:1][C:2]1[CH:11]=[C:10]2[C:5]([CH:6]=[CH:7][C:8](Cl)=[N:9]2)=[CH:4][N:3]=1.[CH3:13][N:14]1[CH:18]=[C:17](B2OC(C)(C)C(C)(C)O2)[CH:16]=[N:15]1.C(=O)([O-])[O-].[Na+].[Na+]>C1COCC1.C(OCC)(=O)C>[Br:1][C:2]1[CH:11]=[C:10]2[C:5]([CH:6]=[CH:7][C:8]([C:17]3[CH:16]=[N:15][N:14]([CH3:13])[CH:18]=3)=[N:9]2)=[CH:4][N:3]=1 |f:2.3.4|. Procedure: 7-Bromo-2-chloro-1,6-naphthyridine (Preparation 61, 44.5 mg 0.183 mmole) and 1-methyl-4-(4,4,5,5-tetramethyl-1,3,2-dioxaborolan-2-yl)-1H-pyrazole (53.4 mg 0.256 mmole) were stirred in THF (1 mL) and 2M aqueous sodium carbonate solution (0.35 mL) was added. Palladium(dppf)dichloride.dichloromethane complex (4.0 mg, 0.0049 mmole) was added and the reaction heated at 60° C. for 4.5 hours under nitrogen. The reaction was diluted with ethyl acetate (15 mL) and the solution was washed with brine (7 mL... Product: C1CCCCCC2(CCCCC1)CO2. RXN SMILES: [C:9]1(=[O:21])[CH2:10][CH2:11][CH2:12][CH2:13][CH2:14][CH2:15][CH2:16][CH2:17][CH2:18][CH2:19][CH2:20]1.[CH3:4][S+:5]([CH3:6])([CH3:7])=[O:8].[H-:1].[I-:3].[Na+:2].[OH2:22]>>[CH2:4]1[C:9]2([CH2:10][CH2:11][CH2:12][CH2:13][CH2:14][CH2:15][CH2:16][CH2:17][CH2:18][CH2:19][CH2:20]2)[O:21]1. The reactants are O=C1CCCCCCCCCCC1, C[S+](C)(C)=O, [H-], [I-], [Na+], O. Starting materials: [I-].[K+] (potassium iodide), O1CCCC1 (tetrahydrofuran), C(C)SC1=CC=CC2=C1C(=NCC=1N2C(=NN1)CCl)C1=CC(=CC=C1)Cl (7-(ethylthio)-1-(chloromethyl)-6-(m-chlorophenyl)-4H-s-triazolo[4,3-a][1,4]benzodiazepine), CNC1CC1 (methylcyclopropylamine). Yields the product C(C)SC1=CC=CC2=C1C(=NCC=1N2C(=NN1)CNCC1CC1)C1=CC(=CC=C1)Cl (7-(ethylthio)-1-[(cyclopropylmethylamino)methyl]-6-(m-chlorophenyl)-4H-s-triazolo[4,3-a][1,4]benzodiazepine). RXN SMILES: [I-].[K+].[CH2:3]([S:5][C:6]1[C:11]2[C:12]([C:22]3[CH:27]=[CH:26][CH:25]=[C:24]([Cl:28])[CH:23]=3)=[N:13][CH2:14][C:15]3[N:16]([C:17]([CH2:20]Cl)=[N:18][N:19]=3)[C:10]=2[CH:9]=[CH:8][CH:7]=1)[CH3:4].C[NH:30]C1CC1.O1[CH2:38][CH2:37][CH2:36][CH2:35]1>>[CH2:3]([S:5][C:6]1[C:11]2[C:12]([C:22]3[CH:27]=[CH:26][CH:25]=[C:24]([Cl:28])[CH:23]=3)=[N:13][CH2:14][C:15]3[N:16]([C:17]([CH2:20][NH:30][CH2:35][CH:36]4[CH2:38][CH2:37]4)=[N:18][N:19]=3)[C:10]=2[CH:9]=[CH:8][CH:7]=1)[CH3:4] |f:0.1|. Procedure details: In the manner given in Example 2, potassium iodide and 7-(ethylthio)-1-(chloromethyl)-6-(m-chlorophenyl)-4H-s-triazolo[4,3-a][1,4]benzodiazepine in tetrahydrofuran is treated with methylcyclopropylamine to give 7-(ethylthio)-1-[(cyclopropylmethylamino)methyl]-6-(m-chlorophenyl)-4H-s-triazolo[4,3-a][1,4]benzodiazepine. Reactants: CSC(=C(C#N)C(=O)OC)SC (1,1-bis(methylthio)-2-carbomethoxy-2-cyanoethylene), CC=1N=CNC1CSCCN (2-[(4-methyl-1H-imidazol-5-yl)methylthio]ethylamine), C(=O)(OC)C(=C(NCCSCC1=C(N=CN1)C)SC)C#N (1-carbomethoxy-1-cyano-2-methylthio-2-{2-[(4-methyl-1H-imidazol-5-yl)-methylthio]ethylamino}ethylene), C(C#C)N (propargylamine). The product is C(=O)(OC)C(=C(NCCSCC1=C(N=CN1)C)NCC#C)C#N (1-carbomethoxy-1-cyano-2-(2-propynylamino)-2-{2-[(4-methyl-1H-imidazol-5-yl)methylthio]ethylamino}ethylene). RXN SMILES: CS[C:3](SC)=[C:4](C(OC)=O)[C:5]#[N:6].CC1N=CNC=1CSCCN.[C:24]([C:28]([C:43]#[N:44])=[C:29](SC)[NH:30][CH2:31][CH2:32][S:33][CH2:34][C:35]1[NH:39][CH:38]=[N:37][C:36]=1[CH3:40])([O:26][CH3:27])=[O:25].C(N)C#C>>[C:24]([C:28]([C:43]#[N:44])=[C:29]([NH:6][CH2:5][C:4]#[CH:3])[NH:30][CH2:31][CH2:32][S:33][CH2:34][C:35]1[NH:39][CH:38]=[N:37][C:36]=1[CH3:40])([O:26][CH3:27])=[O:25]. Procedure details: When 1,1-bis(methylthio)-2-carbomethoxy-2-cyanoethylene [prepared according to the procedure described in Chem. Ber., 95, 2861 (1962)] is reacted with 2-[(4-methyl-1H-imidazol-5-yl)methylthio]ethylamine according to the procedure of Example 6, Step A, and the resultant 1-carbomethoxy-1-cyano-2-methylthio-2-{2-[(4-methyl-1H-imidazol-5-yl)-methylthio]ethylamino}ethylene treated with propargylamine by the procedure of Example 6, Step B, there is produced 1-carbomethoxy-1-cyano-2-(2-propynylamino)-2... Reactants: ClC=1C2=C(N=CN1)SC1=C2CCC(C1)C(=O)O ((RS)-4-Chloro-5,6,7,8-tetrahydro[1]benzothieno[2,3-d]pyrimidine-7-carboxylic acid), COCCNCCC (N-(2-methoxyethyl)propan-1-amine). Product: ClC=1C2=C(N=CN1)SC1=C2CCC(C1)C(=O)N(CCC)CCOC ((RS)-4-Chloro-N-(2-methoxyethyl)-N-propyl-5,6,7,8-tetrahydro[1]benzothieno[2,3-d]pyrimidine-7-carboxamide). Reaction SMILES: [Cl:1][C:2]1[C:3]2[C:10]3[CH2:11][CH2:12][CH:13]([C:15]([OH:17])=O)[CH2:14][C:9]=3[S:8][C:4]=2[N:5]=[CH:6][N:7]=1.[CH3:18][O:19][CH2:20][CH2:21][NH:22][CH2:23][CH2:24][CH3:25]>>[Cl:1][C:2]1[C:3]2[C:10]3[CH2:11][CH2:12][CH:13]([C:15]([N:22]([CH2:21][CH2:20][O:19][CH3:18])[CH2:23][CH2:24][CH3:25])=[O:17])[CH2:14][C:9]=3[S:8][C:4]=2[N:5]=[CH:6][N:7]=1. Reported procedure: 300 mg (1.16 mmol) (RS)-4-chloro-5,6,7,8-tetrahydro[1]benzothieno[2,3-d]pyrimidine-7-carboxylic acid (prepared according to intermediate example 31b) were transformed in analogy to example 3 using N-(2-methoxyethyl)propan-1-amine to give after working up and purification 293 mg (71%) of the title compound. Reactants: CC(C)Oc1cc(-n2c(=O)cc(C(F)(F)F)[nH]c2=O)c(F)cc1Cl, O=P(Cl)(Cl)Cl, c1ccncc1. Product: CC(C)Oc1cc(-n2c(Cl)nc(C(F)(F)F)cc2=O)c(F)cc1Cl. Reaction SMILES: [Cl:1][c:2]1[cH:3][c:4]([F:24])[c:5](-[n:12]2[c:13](=[O:23])[nH:14][c:15]([C:19]([F:20])([F:21])[F:22])[cH:16][c:17]2=[O:18])[cH:6][c:7]1[O:8][CH:9]([CH3:10])[CH3:11].[P:25]([Cl:26])([Cl:27])([Cl:28])=[O:29].[cH:30]1[cH:31][cH:32][n:33][cH:34][cH:35]1>>[Cl:1][c:2]1[cH:3][c:4]([F:24])[c:5](-[n:12]2[c:13]([Cl:27])[n:14][c:15]([C:19]([F:20])([F:21])[F:22])[cH:16][c:17]2=[O:18])[cH:6][c:7]1[O:8][CH:9]([CH3:10])[CH3:11]. The product is CCOP(=O)(Cc1nnc2c(=O)[nH]c3cc(C(F)(F)F)c(N)cc3n12)OCC. Starting materials: CCOP(=O)(Cc1nnc2c(=O)[nH]c3cc(C(F)(F)F)c([N+](=O)[O-])cc3n12)OCC, CCO. RXN SMILES: [CH2:1]([CH3:2])[O:3][P:4](=[O:5])([O:6][CH2:7][CH3:8])[CH2:9][c:10]1[n:11][n:12][c:13]2[n:14]1[c:15]1[cH:16][c:17]([N+:28]([O-:29])=[O:30])[c:18]([C:24]([F:25])([F:26])[F:27])[cH:19][c:20]1[nH:21][c:22]2=[O:23].[CH3:31][CH2:32][OH:33]>>[CH2:1]([CH3:2])[O:3][P:4](=[O:5])([O:6][CH2:7][CH3:8])[CH2:9][c:10]1[n:11][n:12][c:13]2[n:14]1[c:15]1[cH:16][c:17]([NH2:28])[c:18]([C:24]([F:25])([F:26])[F:27])[cH:19][c:20]1[nH:21][c:22]2=[O:23].